Dataset: the Open Reaction Database (ORD), a public repository of structured organic reaction records. Task: describe an organic reaction: reactants, conditions, products, and yield Starting materials: C(C)(C)C1=C(C=CC=C1)O (2-isopropylphenol), ClC(C)(CCC(C)(C)Cl)C (2,5-dichloro-2,5-dimethylhexane), C1(=CC=CC=C1)O (phenol). Yields the product C(C)(C)C=1C(=CC=2C(CCC(C2C1)(C)C)(C)C)O (3-isopropyl-5,5,8,8-tetramethyl-5,6,7,8-tetrahydro-2-naphthol). Reaction SMILES: [CH:1]([C:4]1[CH:9]=[CH:8][CH:7]=[CH:6][C:5]=1[OH:10])([CH3:3])[CH3:2].Cl[C:12]([CH3:20])([CH2:14][CH2:15][C:16](Cl)([CH3:18])[CH3:17])[CH3:13].C1(O)C=CC=CC=1>>[CH:1]([C:4]1[C:5]([OH:10])=[CH:6][C:7]2[C:12]([CH3:20])([CH3:13])[CH2:14][CH2:15][C:16]([CH3:18])([CH3:17])[C:8]=2[CH:9]=1)([CH3:3])[CH3:2]. Procedure details: In a manner similar to Example 7(a) above, by the reaction of 30 g (0.22 mol) of 2-isopropylphenol with 40.3 g (0.22 mol) of 2,5-dichloro-2,5-dimethylhexane, 48.9 g (90%) of the expected phenol of melting point 79°-80° C. were obtained after chromatography on a silica column eluted with a mixture of dichloromethane and hexane (40/60). Starting materials: CI (MeI), ClC1=C2C=3CCCC(C3N(C2=CC=C1Cl)S(=O)(=O)C1=CC=C(C)C=C1)=O (5,6-Dichloro-9-tosyl-2,3,4,9-tetrahydro-1H-carbazol-1-one), ClC1=C2C=3CCCC(C3N(C2=CC=C1Cl)S(=O)(=O)C1=CC=C(C)C=C1)=O (5,6-Dichloro-9-tosyl-2,3,4,9-tetrahydro-1H-carbazol-1-one), [Li+].C[Si](C)(C)[N-][Si](C)(C)C (LiHMDS). The solvent is C1CCOC1 (THF). Reaction conditions: temperature -78 celsius, time 30 minute. The product is ClC1=C2C=3CCC(C(C3N(C2=CC=C1Cl)S(=O)(=O)C1=CC=C(C)C=C1)=O)C (5,6-Dichloro-2-methyl-9-tosyl-2,3,4,9-tetrahydro-1H-carbazol-1-one). Yield: 328.9%. Reaction SMILES: [Cl:1][C:2]1[C:14]([Cl:15])=[CH:13][CH:12]=[C:11]2[C:3]=1[C:4]1[CH2:5][CH2:6][CH2:7][C:8](=[O:26])[C:9]=1[N:10]2[S:16]([C:19]1[CH:25]=[CH:24][C:22]([CH3:23])=[CH:21][CH:20]=1)(=[O:18])=[O:17].[Li+].[CH3:28][Si]([N-][Si](C)(C)C)(C)C.CI>C1COCC1>[Cl:1][C:2]1[C:14]([Cl:15])=[CH:13][CH:12]=[C:11]2[C:3]=1[C:4]1[CH2:5][CH2:6][CH:7]([CH3:28])[C:8](=[O:26])[C:9]=1[N:10]2[S:16]([C:19]1[CH:20]=[CH:21][C:22]([CH3:23])=[CH:24][CH:25]=1)(=[O:18])=[O:17] |f:1.2|. Reported procedure: 5,6-Dichloro-9-tosyl-2,3,4,9-tetrahydro-1H-carbazol-1-one (intermediate 5b) (0.15 g, 0.036 mmol) was dissolved in dry THF, cooled to −78° C. and LiHMDS (0.8 mL, 0.88 mmol, 1M solution in THF) was added dropwise. The reaction mixture was slowly warmed to 0° C. and stirred for an additional 30 min. The reaction mixture was cooled to −78° C. and MeI (0.05 ml, 0.88 mmol) was added slowly, and the reaction mixture was slowly, warmed to room temperature and stirred for 4 h. The reaction was cooled to ... Solvent: C(C)#N (acetonitrile). Reactants: ClC1=CC=C2C=CC(=NC2=N1)N1C(C2=CC=CC=C2C1O)=O (2-(7-chloro-1,8-naphthyridin-2-yl)-3-hydroxy-isoindolin-1-one), C(CCC)N=C=O (n-butyl isocyanate), C (charcoal). Yield: 46.7%. As a reaction SMILES: [Cl:1][C:2]1[N:11]=[C:10]2[C:5]([CH:6]=[CH:7][C:8]([N:12]3[CH:20]([OH:21])[C:19]4[C:14](=[CH:15][CH:16]=[CH:17][CH:18]=4)[C:13]3=[O:22])=[N:9]2)=[CH:4][CH:3]=1.[CH2:23]([N:27]=[C:28]=[O:29])[CH2:24][CH2:25][CH3:26].C>C(#N)C>[Cl:1][C:2]1[N:11]=[C:10]2[C:5]([CH:6]=[CH:7][C:8]([N:12]3[CH:20]([O:21][C:28]([NH:27][CH2:23][CH2:24][CH2:25][CH3:26])=[O:29])[C:19]4[C:14](=[CH:15][CH:16]=[CH:17][CH:18]=4)[C:13]3=[O:22])=[N:9]2)=[CH:4][CH:3]=1. Reported procedure: A mixture of 2-(7-chloro-1,8-naphthyridin-2-yl)-3-hydroxy-isoindolin-1-one (1.56 g.) and n-butyl isocyanate (0.99 g.) in anhydrous acetonitrile (30 cc.) is heated at the reflux temperature for 2 hours. The solution obtained is treated with decolourising charcoal at the reflux temperature, filtered hot, after which it is cooled to a temperature of about 20° C. The product which crystallises is filtered off and washed with acetonitrile (4 cc.). After drying, 2-(7-chloro-1,8 naphtyridin-2-yl)-3-n-b... Conditions: temperature 20 celsius. The product is ClC1=CC=C2C=CC(=NC2=N1)N1C(C2=CC=CC=C2C1OC(=O)NCCCC)=O (2-(7-chloro-1,8 naphtyridin-2-yl)-3-n-butylaminocarbonyloxy-isoindolin-1-one). Reactants: OC1=CC=C(C=C1)S(=O)C(C(=O)O)CC (2-(p-hydroxyphenylsulfinyl)butyric acid), NC1[C@@H]2N(C(=C(CS2)C(C)SC2=NN=NN2)C(=O)O)C1=O (7-amino-3-(1-methyl-1H-tetrazol-5-ylthiomethyl)-3-cephem-4-carboxylic acid). The product is OC1=CC=C(C=C1)S(=O)C(C(=O)NC1[C@@H]2N(C(=C(CS2)C(C)SC2=NN=NN2)C(=O)O)C1=O)CC (7-[2-(p-hydroxyphenylsulfinyl)butyramido]-3-(1-methyl-1H-tetrazol-5-ylthiomethyl)-3-cephem-4-carboxylic acid). RXN SMILES: [OH:1][C:2]1[CH:7]=[CH:6][C:5]([S:8]([CH:10]([CH2:14][CH3:15])[C:11]([OH:13])=O)=[O:9])=[CH:4][CH:3]=1.[NH2:16][CH:17]1[C:35](=[O:36])[N:19]2[C:20]([C:32]([OH:34])=[O:33])=[C:21]([CH:24]([S:26][C:27]3[NH:31][N:30]=[N:29][N:28]=3)[CH3:25])[CH2:22][S:23][C@H:18]12>>[OH:1][C:2]1[CH:3]=[CH:4][C:5]([S:8]([CH:10]([CH2:14][CH3:15])[C:11]([NH:16][CH:17]2[C:35](=[O:36])[N:19]3[C:20]([C:32]([OH:34])=[O:33])=[C:21]([CH:24]([S:26][C:27]4[NH:28][N:29]=[N:30][N:31]=4)[CH3:25])[CH2:22][S:23][C@H:18]23)=[O:13])=[O:9])=[CH:6][CH:7]=1. Procedure: 456 mg. of 2-(p-hydroxyphenylsulfinyl)butyric acid and 7-amino-3-(1-methyl-1H-tetrazol-5-ylthiomethyl)-3-cephem-4-carboxylic acid were reacted in the same manner as described in Example 28 and 237 mg. of 7-[2-(p-hydroxyphenylsulfinyl)butyramido]-3-(1-methyl-1H-tetrazol-5-ylthiomethyl)-3-cephem-4-carboxylic acid were obtained. Reactants: COC(=O)CCCCCBr, CC(=O)Nc1ccc(O)cc1, CC(C)=O, [I-], [K+], [K+], [Na+], O=C([O-])[O-]. Yields the product COC(=O)CCCCCOc1ccc(NC(C)=O)cc1. RXN SMILES: [Br:20][CH2:21][CH2:22][CH2:23][CH2:24][CH2:25][C:26](=[O:27])[O:28][CH3:29].[CH3:1][C:2](=[O:3])[NH:4][c:5]1[cH:6][cH:7][c:8]([OH:9])[cH:10][cH:11]1.[CH3:30][C:31](=[O:32])[CH3:33].[I-:19].[K+:12].[K+:13].[Na+:18].[O-:14][C:15]([O-:16])=[O:17]>>[CH3:1][C:2](=[O:3])[NH:4][c:5]1[cH:6][cH:7][c:8]([O:9][CH2:21][CH2:22][CH2:23][CH2:24][CH2:25][C:26](=[O:27])[O:28][CH3:29])[cH:10][cH:11]1. As a reaction SMILES: [F:1][CH2:2][CH2:3][OH:4].[H-].[Na+].F[C:8]1[C:9]([S:14]([NH2:17])(=[O:16])=[O:15])=[N:10][CH:11]=[CH:12][CH:13]=1>O1CCCC1>[F:1][CH2:2][CH2:3][O:4][C:8]1[C:9]([S:14]([NH2:17])(=[O:16])=[O:15])=[N:10][CH:11]=[CH:12][CH:13]=1 |f:1.2|. Starting materials: FCCO (2-fluoroethanol), FC=1C(=NC=CC1)S(=O)(=O)N (3-fluoro-pyrid-2-ylsulfonamide), [H-].[Na+] (sodium hydride). Procedure details: 5.76 ml of 2-fluoroethanol are added dropwise, with cooling, to a suspension of 6.54 g of sodium hydride (55.6% NaH in oil) in 120 ml of tetrahydrofuran so that the temperature does not exceed 20° C. When the dropwise addition is complete, the reaction mixture is stirred at room temperature for 15 minutes and then a further solution of 10.56 g of 3-fluoro-pyrid-2-ylsulfonamide in 60 ml of tetrahydrofuran is added dropwise over a period of 10 minutes. The reaction solution is then stirred for 10 ... The product is FCCOC=1C(=NC=CC1)S(=O)(=O)N (3-(2-fluoroethoxy)-pyrid-2-ylsulfonamide). Run in O1CCCC1 (tetrahydrofuran), O1CCCC1 (tetrahydrofuran). Reaction conditions: time 15 minute. Reactants: O=C([O-])[O-], CCOC(C)=O, ClCCN1CCOCC1, Cl, [Cs+], [Cs+], CN(C)C=O, COc1ccc2cc(-c3ccc(O)cc3)sc2c1. Yields the product COc1ccc2cc(-c3ccc(OCCN4CCOCC4)cc3)sc2c1. Reaction SMILES: [C:1](=[O:2])([O-:3])[O-:4].[CH3:40][CH2:41][O:42][C:43]([CH3:44])=[O:45].[Cl:26][CH2:27][CH2:28][N:29]1[CH2:30][CH2:31][O:32][CH2:33][CH2:34]1.[ClH:25].[Cs+:5].[Cs+:6].[O:35]=[CH:36][N:37]([CH3:38])[CH3:39].[OH:7][c:8]1[cH:9][cH:10][c:11](-[c:14]2[cH:15][c:16]3[c:17]([s:18]2)[cH:19][c:20]([O:23][CH3:24])[cH:21][cH:22]3)[cH:12][cH:13]1>>[O:7]([c:8]1[cH:9][cH:10][c:11](-[c:14]2[cH:15][c:16]3[c:17]([s:18]2)[cH:19][c:20]([O:23][CH3:24])[cH:21][cH:22]3)[cH:12][cH:13]1)[CH2:27][CH2:28][N:29]1[CH2:30][CH2:31][O:32][CH2:33][CH2:34]1.